describe an organic reaction: reactants, conditions, products, and yield From a dataset of the Open Reaction Database (ORD), a public repository of structured organic reaction records. Reactants: ClC=1C=NC=C(C1SC1=C(C=C(S1)C(=O)O)[N+](=O)[O-])Cl (5-[(3,5-dichloro-4-pyridyl)sulfanyl]-4-nitro-thiophene-2-carboxylic acid), S1C(=CC=C1)CCN (Thiophene-2-ethylamine). Product: ClC=1C=NC=C(C1SC1=C(C=C(S1)C(=O)NCCC=1SC=CC1)[N+](=O)[O-])Cl (5-((3,5-dichloropyridin-4-yl)thio)-4-nitro-N-(2-(thiophen-2-yl)ethyl)thiophene-2-carboxamide), solid. Yield: 27.0%. RXN SMILES: [Cl:1][C:2]1[CH:3]=[N:4][CH:5]=[C:6]([Cl:20])[C:7]=1[S:8][C:9]1[S:13][C:12]([C:14]([OH:16])=O)=[CH:11][C:10]=1[N+:17]([O-:19])=[O:18].[S:21]1[CH:25]=[CH:24][CH:23]=[C:22]1[CH2:26][CH2:27][NH2:28]>>[Cl:20][C:6]1[CH:5]=[N:4][CH:3]=[C:2]([Cl:1])[C:7]=1[S:8][C:9]1[S:13][C:12]([C:14]([NH:28][CH2:27][CH2:26][C:22]2[S:21][CH:25]=[CH:24][CH:23]=2)=[O:16])=[CH:11][C:10]=1[N+:17]([O-:19])=[O:18]. Procedure details: Prepared according to the procedure described for example 50 from 5-[(3,5-dichloro-4-pyridyl)sulfanyl]-4-nitro-thiophene-2-carboxylic acid (100 mg, 0.28 mmol) and Thiophene-2-ethylamine (41 mg, 0.32 mmol). The title compound was obtained as a solid (35 mg, 27% yield). 1H NMR (400 MHz, d6-DMSO) δ: 9.00 (1H, m), 8.99 (2H, m), 8.41 (1H, s), 7.33 (1H, m), 6.94 (2H, m), 3.44 (2H, m), 3.02 (2H, m). MS m/z: 458.00, 459.99 [M+H]+. The reactants are C(#N)[C@H]1N(CCC1)C(=O)[C@H]1N([C@H]2[C@@H](C[C@@H]1C2)OS(=O)(=O)C)C(=O)OC(C)(C)C (tert-Butyl (1R,3S,4S,6R)-3-{[(2S)-2-cyano-1-pyrrolidinyl]carbonyl}-6-[(methylsulfonyl)oxy]-2-azabicyclo[2.2.1]heptane-2-carboxylate), N1CCCC1 (pyrrolidine). Run in CN(C=O)C (dimethylformamide). Reaction conditions: temperature 80 celsius, time 1 hour. Yields the product C(#N)[C@H]1N(CCC1)C(=O)[C@H]1N([C@H]2[C@@H](C[C@@H]1C2)N2CCCC2)C(=O)OC(C)(C)C (tert-Butyl (1R,3S,4R,6R)-3-{[(2S)-2-cyano-1-pyrrolidinyl]carbonyl}-6-(1-pyrrolidinyl)-2-azabicyclo[2.2.1]heptane-2-carboxylate). The yield is 63.3%. RXN SMILES: [C:1]([C@@H:3]1[CH2:7][CH2:6][CH2:5][N:4]1[C:8]([C@@H:10]1[C@H:15]2[CH2:16][C@H:12]([C@H:13](OS(C)(=O)=O)[CH2:14]2)[N:11]1[C:22]([O:24][C:25]([CH3:28])([CH3:27])[CH3:26])=[O:23])=[O:9])#[N:2].[NH:29]1[CH2:33][CH2:32][CH2:31][CH2:30]1>CN(C)C=O>[C:1]([C@@H:3]1[CH2:7][CH2:6][CH2:5][N:4]1[C:8]([C@@H:10]1[C@H:15]2[CH2:16][C@H:12]([C@H:13]([N:29]3[CH2:33][CH2:32][CH2:31][CH2:30]3)[CH2:14]2)[N:11]1[C:22]([O:24][C:25]([CH3:27])([CH3:26])[CH3:28])=[O:23])=[O:9])#[N:2]. Reported procedure: To a solution of tert-butyl (1R,3S,4S,6R)-3-{[(2S)-2-cyano-1-pyrrolidinyl]carbonyl}-6-[(methylsulfonyl) oxy]-2-azabicyclo[2.2.1]heptane-2-carboxylate obtained in Example 12-1 (153 mg) in dimethylformamide (2.0 mL), was added pyrrolidine (79 mg). The mixture was stirred at 80° C. for 1 hr. The resulting mixture was evaporated in vacuo and the residue was chromatographed on silica gel eluting with chloroform and methanol (19:1) to give the target compound (91 mg).